The task is: describe an organic reaction: reactants, conditions, products, and yield. This data is from the Open Reaction Database (ORD), a public repository of structured organic reaction records. Starting materials: CC(C)O, COc1cc2c(Cl)ncnc2cc1OCCn1ccnc1, Nc1cccc(O)c1. Yields the product Cl, COc1cc2c(Nc3cccc(O)c3)ncnc2cc1OCCn1ccnc1. RXN SMILES: [CH:30]([OH:31])([CH3:32])[CH3:33].[Cl:1][c:2]1[n:3][cH:4][n:5][c:6]2[cH:7][c:8]([O:14][CH2:15][CH2:16][n:17]3[cH:18][n:19][cH:20][cH:21]3)[c:9]([O:12][CH3:13])[cH:10][c:11]12.[OH:22][c:23]1[cH:24][c:25]([NH2:26])[cH:27][cH:28][cH:29]1>>[ClH:1].[c:2]1([NH:26][c:25]2[cH:24][c:23]([OH:22])[cH:29][cH:28][cH:27]2)[n:3][cH:4][n:5][c:6]2[cH:7][c:8]([O:14][CH2:15][CH2:16][n:17]3[cH:18][n:19][cH:20][cH:21]3)[c:9]([O:12][CH3:13])[cH:10][c:11]12. Starting materials: O=C(Cl)c1ccc(F)cc1, CC(C)OC(=N)N1Cc2ccccc2-c2ccccc2C1. The product is CC(C)OC(=NC(=O)c1ccc(F)cc1)N1Cc2ccccc2-c2ccccc2C1. As a reaction SMILES: [F:22][c:23]1[cH:24][cH:25][c:26]([C:27](=[O:28])[Cl:29])[cH:30][cH:31]1.[cH:1]1[cH:2][cH:3][cH:4][c:5]2[c:11]1-[c:10]1[c:9]([cH:15][cH:14][cH:13][cH:12]1)[CH2:8][N:7]([C:16]([O:17][CH:18]([CH3:19])[CH3:20])=[NH:21])[CH2:6]2>>[cH:1]1[cH:2][cH:3][cH:4][c:5]2[c:11]1-[c:10]1[c:9]([cH:15][cH:14][cH:13][cH:12]1)[CH2:8][N:7]([C:16]([O:17][CH:18]([CH3:19])[CH3:20])=[N:21][C:27]([c:26]1[cH:25][cH:24][c:23]([F:22])[cH:31][cH:30]1)=[O:28])[CH2:6]2. The reactants are BrC1=CC(=C(C(=C1)C)C(=O)N1CCC(CC1)N1[C@@H](CCC1)CO)C ((4-bromo-2,6-dimethyl-phenyl)-[4-((S)-2-hydroxymethyl-pyrrolidin-1-yl)-piperidin-1-yl]-methanone), BrC1=CC(=C(C(=C1)C)C(=O)N1CCC(CC1)N1[C@@H](CCC1)CO)C ((4-bromo-2,6-dimethyl-phenyl)-[4-((S)-2-hydroxymethyl-pyrrolidin-1-yl)-piperidin-1-yl]-methanone), CC1(OB(OC1(C)C)C=1C=NC=C(C1)C(F)(F)F)C (3-(4,4,5,5-tetramethyl-[1,3,2]dioxaborolan-2-yl)-5-trifluoromethyl-pyridine), CC1(OB(OC1(C)C)C=1C=NC=C(C1)C(F)(F)F)C (3-(4,4,5,5-tetramethyl-[1,3,2]dioxaborolan-2-yl)-5-trifluoromethyl-pyridine). Yields the product CC1=C(C(=CC(=C1)C=1C=NC=C(C1)C(F)(F)F)C)C(=O)N1CCC(CC1)N1[C@@H](CCC1)CO ([2,6-Dimethyl-4-(5-trifluoromethyl-pyridin-3-yl)-phenyl]-[4-((S)-2-hydroxymethyl-pyrrolidin-1-yl)-piperidin-1-yl]-methanone). Reaction SMILES: Br[C:2]1[CH:7]=[C:6]([CH3:8])[C:5]([C:9]([N:11]2[CH2:16][CH2:15][CH:14]([N:17]3[CH2:21][CH2:20][CH2:19][C@H:18]3[CH2:22][OH:23])[CH2:13][CH2:12]2)=[O:10])=[C:4]([CH3:24])[CH:3]=1.CC1(C)C(C)(C)OB([C:33]2[CH:34]=[N:35][CH:36]=[C:37]([C:39]([F:42])([F:41])[F:40])[CH:38]=2)O1>>[CH3:8][C:6]1[CH:7]=[C:2]([C:33]2[CH:34]=[N:35][CH:36]=[C:37]([C:39]([F:42])([F:41])[F:40])[CH:38]=2)[CH:3]=[C:4]([CH3:24])[C:5]=1[C:9]([N:11]1[CH2:16][CH2:15][CH:14]([N:17]2[CH2:21][CH2:20][CH2:19][C@H:18]2[CH2:22][OH:23])[CH2:13][CH2:12]1)=[O:10]. Procedure: In analogy to the procedure described for example 1, (4-bromo-2,6-dimethyl-phenyl)-[4-((S)-2-hydroxymethyl-pyrrolidin-1-yl)-piperidin-1-yl]-methanone (intermediate 4) was reacted with 3-(4,4,5,5-tetramethyl-[1,3,2]dioxaborolan-2-yl)-5-trifluoromethyl-pyridine (intermediate 6) to give the title compound as light yellow solid. MS: 462.4 (MH+).